Dataset: the Open Reaction Database (ORD), a public repository of structured organic reaction records. Task: describe an organic reaction: reactants, conditions, products, and yield As a reaction SMILES: [Br:1][CH:2]=[C:3]1[c:4]2[c:5]([cH:15][c:16]([F:19])[cH:17][cH:18]2)[O:6][CH2:7][c:8]2[c:9]1[cH:10][cH:11][cH:12][c:13]2[F:14].[C:47](=[O:48])([O-:49])[O-:50].[Na+:51].[Na+:52].[O:130]1[CH2:131][CH2:132][O:133][CH2:134][CH2:135]1.[O:20]1[CH2:21][CH2:22][N:23]([CH2:26][CH2:27][n:28]2[c:29](=[O:46])[nH:30][c:31]3[c:32]2[cH:33][cH:34][c:35]([B:37]2[O:38][C:39]([CH3:40])([CH3:41])[C:42]([CH3:43])([CH3:44])[O:45]2)[cH:36]3)[CH2:24][CH2:25]1.[cH:53]1[cH:54][cH:55][c:56]([P:57]([Pd:58]([P:59]([c:60]2[cH:61][cH:62][cH:63][cH:64][cH:65]2)([c:66]2[cH:67][cH:68][cH:69][cH:70][cH:71]2)[c:72]2[cH:73][cH:74][cH:75][cH:76][cH:77]2)([P:78]([c:79]2[cH:80][cH:81][cH:82][cH:83][cH:84]2)([c:85]2[cH:86][cH:87][cH:88][cH:89][cH:90]2)[c:91]2[cH:92][cH:93][cH:94][cH:95][cH:96]2)[P:97]([c:98]2[cH:99][cH:100][cH:101][cH:102][cH:103]2)([c:104]2[cH:105][cH:106][cH:107][cH:108][cH:109]2)[c:110]2[cH:111][cH:112][cH:113][cH:114][cH:115]2)([c:116]2[cH:117][cH:118][cH:119][cH:120][cH:121]2)[c:122]2[cH:123][cH:124][cH:125][cH:126][cH:127]2)[cH:128][cH:129]1>>[CH:2](=[C:3]1[c:4]2[c:5]([cH:15][c:16]([F:19])[cH:17][cH:18]2)[O:6][CH2:7][c:8]2[c:9]1[cH:10][cH:11][cH:12][c:13]2[F:14])[c:35]1[cH:34][cH:33][c:32]2[n:28]([CH2:27][CH2:26][N:23]3[CH2:22][CH2:21][O:20][CH2:25][CH2:24]3)[c:29](=[O:46])[nH:30][c:31]2[cH:36]1. Yields the product O=c1[nH]c2cc(C=C3c4ccc(F)cc4OCc4c(F)cccc43)ccc2n1CCN1CCOCC1. Reactants: Fc1ccc2c(c1)OCc1c(F)cccc1C2=CBr, O=C([O-])[O-], [Na+], [Na+], C1COCCO1, CC1(C)OB(c2ccc3c(c2)[nH]c(=O)n3CCN2CCOCC2)OC1(C)C, c1ccc(P(c2ccccc2)(c2ccccc2)[Pd](P(c2ccccc2)(c2ccccc2)c2ccccc2)(P(c2ccccc2)(c2ccccc2)c2ccccc2)P(c2ccccc2)(c2ccccc2)c2ccccc2)cc1. The reactants are CC1(C)CNC(=O)c2sc(Br)nc2C1, CC1(C)OB(c2ccncc2)OC1(C)C, [Na+], [Na+], O=C([O-])[O-], C1COCCO1. Product: CC1(C)CNC(=O)c2sc(-c3ccncc3)nc2C1. Reaction SMILES: [Br:1][c:2]1[s:3][c:4]2[c:10]([n:11]1)[CH2:9][C:8]([CH3:12])([CH3:13])[CH2:7][NH:6][C:5]2=[O:14].[CH3:15][C:16]1([CH3:17])[C:18]([CH3:19])([CH3:20])[O:21][B:22]([c:23]2[cH:24][cH:25][n:26][cH:27][cH:28]2)[O:29]1.[Na+:30].[Na+:31].[O-:32][C:33](=[O:34])[O-:35].[O:36]1[CH2:37][CH2:38][O:39][CH2:40][CH2:41]1>>[c:2]1(-[c:23]2[cH:24][cH:25][n:26][cH:27][cH:28]2)[s:3][c:4]2[c:10]([n:11]1)[CH2:9][C:8]([CH3:12])([CH3:13])[CH2:7][NH:6][C:5]2=[O:14]. Reactants: NC1=C(C=C(C=C1)B1OC(C)(C)C(C)(C)O1)OC (4-amino-3-methoxyphenylboronic acid pinacol ester), C (charcoal), ClC(=O)OC(Cl)(Cl)Cl (trichloromethyl chloroformate). The solvent is C(C)(=O)OCC (ethyl acetate). Run at temperature 70 celsius, time 2 hour. Product: N(=C=O)C1=C(C=C(C=C1)B1OC(C(O1)(C)C)(C)C)OC (2-(4-isocyanato-3-methoxyphenyl)-4,4,5,5-tetramethyl-1,3,2-dioxaborolane). The yield is 101.1%. Reaction SMILES: [NH2:1][C:2]1[CH:7]=[CH:6][C:5]([B:8]2[O:16][C:13]([CH3:15])([CH3:14])[C:10]([CH3:12])([CH3:11])[O:9]2)=[CH:4][C:3]=1[O:17][CH3:18].C.Cl[C:21](OC(Cl)(Cl)Cl)=[O:22]>C(OCC)(=O)C>[N:1]([C:2]1[CH:7]=[CH:6][C:5]([B:8]2[O:9][C:10]([CH3:12])([CH3:11])[C:13]([CH3:14])([CH3:15])[O:16]2)=[CH:4][C:3]=1[O:17][CH3:18])=[C:21]=[O:22]. Procedure: To 4-amino-3-methoxyphenylboronic acid pinacol ester (24.08 mmol, 6 g) and charcoal (0.29 g) in ethyl acetate (50 ml), was added trichloromethyl chloroformate (48.2 mmol, 5.81 mL) and the mixture was stirred at 70° C. for two hours. After cooling to room temperature the solids were removed by filtration and the filtrate concentrated in vacuo to give 6.7 g of 2-(4-isocyanato-3-methoxyphenyl)-4,4,5,5-tetramethyl-1,3,2-dioxaborolane.